Dataset: the Open Reaction Database (ORD), a public repository of structured organic reaction records. Task: describe an organic reaction: reactants, conditions, products, and yield Starting materials: CC(=O)O, Cc1ccc(C)s1, COCCl, O. The product is Cc1cc(CCl)c(C)s1. As a reaction SMILES: [CH3:12][C:13](=[O:14])[OH:15].[CH3:1][c:2]1[s:3][c:4]([CH3:7])[cH:5][cH:6]1.[CH3:8][O:9][CH2:10][Cl:11].[OH2:16]>>[CH3:1][c:2]1[s:3][c:4]([CH3:7])[cH:5][c:6]1[CH2:10][Cl:11]. Starting materials: ClC1=C(C=NC2=CC=C(C=C12)[N+](=O)[O-])C#N (4-chloro-6-nitro-quinoline-3-carbonitrile), ClC=1C=C(N)C=CC1 (3-chloroaniline). Solvent: C(C)O (ethanol). Reaction conditions: temperature 25 celsius. Product: ClC=1C=C(C=CC1)NC1=C(C=NC2=CC=C(C=C12)[N+](=O)[O-])C#N (4-[(3-Chlorophenyl)amino]-6-nitro-quinoline-3-carbonitrile). Reaction SMILES: Cl[C:2]1[C:11]2[C:6](=[CH:7][CH:8]=[C:9]([N+:12]([O-:14])=[O:13])[CH:10]=2)[N:5]=[CH:4][C:3]=1[C:15]#[N:16].[Cl:17][C:18]1[CH:19]=[C:20]([CH:22]=[CH:23][CH:24]=1)[NH2:21]>C(O)C>[Cl:17][C:18]1[CH:19]=[C:20]([NH:21][C:2]2[C:11]3[C:6](=[CH:7][CH:8]=[C:9]([N+:12]([O-:14])=[O:13])[CH:10]=3)[N:5]=[CH:4][C:3]=2[C:15]#[N:16])[CH:22]=[CH:23][CH:24]=1. Procedure details: A mixture of 10.0 g (42.9 mmol) ) 4-chloro-6-nitro-quinoline-3-carbonitrile, 260 ml ethanol, and 5.40 ml 3-chloroaniline was heated to reflux under N2. Removed heat at 4 hours, cooled to 25° C. and added saturated sodium bicarbonate until the pH was basic. Stripped solvents and azeotroped with ethanol. Slurried residue with hexane, collected solid, and air dried. Washed solids with water and dried in vacuo. Dissolved in boiling ethyl acetate, stirred with Darco, and filtered. Stripped solvent an... Starting materials: N[C@@H](CC1=CNC=N1)C(=O)O (histidine), C([O-])([O-])=O.[Na+].[Na+] (sodium carbonate), C(=O)(OCC)N1C(C=2C(C1=O)=CC=CC2)=O (N-carboethoxyphthalimide). Run in O (water). Conditions: time 1.5 hour. Yields the product C1(C=2C(C(N1C(C(=O)O)CC=1N=CNC1)=O)=CC=CC2)=O (2-phthalimido-3-(imidazol-4-yl)propionic acid). The yield is 64.0%. As a reaction SMILES: [NH2:1][C@H:2]([C:9]([OH:11])=[O:10])[CH2:3][C:4]1[N:8]=[CH:7][NH:6][CH:5]=1.C(=O)([O-])[O-].[Na+].[Na+].C(N1[C:27](=[O:28])[C:26]2=[CH:29][CH:30]=[CH:31][CH:32]=[C:25]2[C:24]1=[O:33])(OCC)=O>O>[C:24]1(=[O:33])[N:1]([CH:2]([CH2:3][C:4]2[N:8]=[CH:7][NH:6][CH:5]=2)[C:9]([OH:11])=[O:10])[C:27](=[O:28])[C:26]2=[CH:29][CH:30]=[CH:31][CH:32]=[C:25]12 |f:1.2.3|. Procedure: To a stirred solution of histidine (3.17 g, 20.0 mmol) and sodium carbonate (2.23 g, 21 mmol) in 50 mL of water is added N-carboethoxyphthalimide (4.52 g, 20.0 mmol). After 1.5 hour, the reaction slurry is filtered. The filtrate is stirred and the pH adjusted to 1-2 with 4 N hydrochloric acid. The resulting slurry is filtered and the solid washed with water and dried in vacuo (60 C,<1 mm) to afford 3.65 g (64%) of 2-phthalimido-3-(imidazol-4-yl)propionic acid as a white powder: mp 280-285° C.; 1... Starting materials: COc1ccccc1COCCCOc1ccc(C2CCN(C(=O)OC(C)(C)C)CC2OCc2ccc3c(c2)N(CCCCN)CCC3)cc1, CO, Cl. Product: COc1ccccc1COCCCOc1ccc(C2CCNCC2OCc2ccc3c(c2)N(CCCCN)CCC3)cc1. RXN SMILES: [C:1]([O:2][C:3](=[O:4])[N:8]1[CH2:9][CH:10]([O:34][CH2:35][c:36]2[cH:37][cH:38][c:39]3[c:44]([cH:45]2)[N:43]([CH2:46][CH2:47][CH2:48][CH2:49][NH2:50])[CH2:42][CH2:41][CH2:40]3)[CH:11]([c:14]2[cH:15][cH:16][c:17]([O:20][CH2:21][CH2:22][CH2:23][O:24][CH2:25][c:26]3[c:27]([O:32][CH3:33])[cH:28][cH:29][cH:30][cH:31]3)[cH:18][cH:19]2)[CH2:12][CH2:13]1)([CH3:5])([CH3:6])[CH3:7].[CH3:52][OH:53].[ClH:51]>>[NH:8]1[CH2:9][CH:10]([O:34][CH2:35][c:36]2[cH:37][cH:38][c:39]3[c:44]([cH:45]2)[N:43]([CH2:46][CH2:47][CH2:48][CH2:49][NH2:50])[CH2:42][CH2:41][CH2:40]3)[CH:11]([c:14]2[cH:15][cH:16][c:17]([O:20][CH2:21][CH2:22][CH2:23][O:24][CH2:25][c:26]3[c:27]([O:32][CH3:33])[cH:28][cH:29][cH:30][cH:31]3)[cH:18][cH:19]2)[CH2:12][CH2:13]1.